describe an organic reaction: reactants, conditions, products, and yield From a dataset of the Open Reaction Database (ORD), a public repository of structured organic reaction records. The reactants are C1(CC1)C(=O)Cl (Cyclopropane carboxylic acid chloride), [OH-].[Na+] (sodium hydroxide), NC=1C=CC(=NC1)OC (5-Amino-2-methoxy pyridine), N1=CC=CC=C1 (pyridine). Run in ClCCl (dichloromethane), O (water). Conditions: time 1 hour. Product: COC1=NC=C(C=C1)NC(=O)C1CC1 (N-(2-Methoxy-5-pyridyl)-cyclopropane carboxamide). Reaction SMILES: [NH2:1][C:2]1[CH:3]=[CH:4][C:5]([O:8][CH3:9])=[N:6][CH:7]=1.N1C=CC=CC=1.[CH:16]1([C:19](Cl)=[O:20])[CH2:18][CH2:17]1.[OH-].[Na+]>ClCCl.O>[CH3:9][O:8][C:5]1[CH:4]=[CH:3][C:2]([NH:1][C:19]([CH:16]2[CH2:18][CH2:17]2)=[O:20])=[CH:7][N:6]=1 |f:3.4|. Reported procedure: 5-Amino-2-methoxy pyridine (12.4 g, 0.10 mol) and pyridine (10 ml) were mixed together in dichloromethane (200 ml) in a reaction flask. Cyclopropane carboxylic acid chloride (9.1 ml, 0.10 mol) was added to the reaction mixture over a period of 2 minutes. The reaction was exothermic and the temperature rose to 34° C. The reaction was allowed to stand for one hour at room temperature, after which the reaction mixture was wsahed with 5% sodium hydroxide (200 ml) and water (100 ml). The resulting or... Starting materials: C(#N)C=1C=CC2=C([C@H]([C@@H](C(O2)(C)C)O)NC(=O)NC=2C=C(C=CC2)CC(=O)OC)C1 ((3S-trans)-3-[[[(6-cyano-3,4-dihydro-3-hydroxy-2,2-dimethyl-2H-1-benzopyran-4-yl)amino]carbonyl]amino]-benzeneacetic acid, methyl ester), O.[OH-].[Li+] (lithium hydroxide hydrate). Run in CO (methanol). Yields the product C(#N)C=1C=CC2=C([C@H]([C@@H](C(O2)(C)C)O)NC(=O)NC=2C=C(C=CC2)CC(=O)O)C1 ((3S-trans)-3-[[[(6-cyano-3,4-dihydro-3-hydroxy-2,2-dimethyl-2H-1-benzopyran-4-yl)amino]carbonyl]amino]benzeneacetic acid). Reaction SMILES: [C:1]([C:3]1[CH:4]=[CH:5][C:6]2[O:11][C:10]([CH3:13])([CH3:12])[C@@H:9]([OH:14])[C@H:8]([NH:15][C:16]([NH:18][C:19]3[CH:20]=[C:21]([CH2:25][C:26]([O:28]C)=[O:27])[CH:22]=[CH:23][CH:24]=3)=[O:17])[C:7]=2[CH:30]=1)#[N:2].O.[OH-].[Li+]>CO>[C:1]([C:3]1[CH:4]=[CH:5][C:6]2[O:11][C:10]([CH3:13])([CH3:12])[C@@H:9]([OH:14])[C@H:8]([NH:15][C:16]([NH:18][C:19]3[CH:20]=[C:21]([CH2:25][C:26]([OH:28])=[O:27])[CH:22]=[CH:23][CH:24]=3)=[O:17])[C:7]=2[CH:30]=1)#[N:2] |f:1.2.3|. Procedure: A solution of (3S-trans)-3-[[[(6-cyano-3,4-dihydro-3-hydroxy-2,2-dimethyl-2H-1-benzopyran-4-yl)amino]carbonyl]amino]-benzeneacetic acid, methyl ester (0.7 g, 1.7 mmol, title compound from Example 24) in methanol (15 ml) under argon was treated with lithium hydroxide hydrate (0.14 g, 3.4 mmol) and the reaction was stirred at room temperature for 16 hours. More lithium hydroxide (two equivalent) was added and the reaction mixture was stirred for 48 hours. It was concentrated in vacuo and the resid... Starting materials: NC1C(N(C2=C(C(=N1)C1=CC=CC=C1)C=CC=C2)C)=O (3(R,S)-amino-1,3-dihydro-1-methyl-5-phenyl-2H-1,4-benzodiazepin-2-one), ClC=1C=C(C=CC1Cl)N=C=O (3,4-dichlorophenylisocyanate). The solvent is O1CCCC1 (tetrahydrofuran). Run at time 8 hour. Product: ClC=1C=C(C=CC1Cl)NC(=O)NC1C(N(C2=C(C(=N1)C1=CC=CC=C1)C=CC=C2)C)=O (N-(3,4-Dichlorophenyl)-N'-(2,3-dihydro-1-methyl-2-oxo-5-phenyl-1H-1,4-benzodiazepin-3-yl)-urea). RXN SMILES: [NH2:1][CH:2]1[N:8]=[C:7]([C:9]2[CH:14]=[CH:13][CH:12]=[CH:11][CH:10]=2)[C:6]2[CH:15]=[CH:16][CH:17]=[CH:18][C:5]=2[N:4]([CH3:19])[C:3]1=[O:20].[Cl:21][C:22]1[CH:23]=[C:24]([N:29]=[C:30]=[O:31])[CH:25]=[CH:26][C:27]=1[Cl:28]>O1CCCC1>[Cl:21][C:22]1[CH:23]=[C:24]([NH:29][C:30]([NH:1][CH:2]2[N:8]=[C:7]([C:9]3[CH:14]=[CH:13][CH:12]=[CH:11][CH:10]=3)[C:6]3[CH:15]=[CH:16][CH:17]=[CH:18][C:5]=3[N:4]([CH3:19])[C:3]2=[O:20])=[O:31])[CH:25]=[CH:26][C:27]=1[Cl:28]. Procedure details: Equimolar amounts of 3(R,S)-amino-1,3-dihydro-1-methyl-5-phenyl-2H-1,4-benzodiazepin-2-one and 3,4-dichlorophenylisocyanate were mixed in 8 ml of dry tetrahydrofuran at room temperature. The reaction mixture was allowed to stand for 8 hours and was then filtered. The collected solids were washed with tetrahydrofuran and dried in vacuo over P2O5 to give the analytical product: m.p. 274°-276° C. Starting materials: CCOC(=O)C(C(=O)OCC)=C(C)CBr, CC(C)(C)O, CC(C)(C)[O-], CC(=O)O, [K+]. The product is C=C1CC1(C(=O)OCC)C(=O)OCC. As a reaction SMILES: [Br:1][CH2:2][C:3]([CH3:4])=[C:5]([C:6](=[O:7])[O:8][CH2:9][CH3:10])[C:11](=[O:12])[O:13][CH2:14][CH3:15].[C:26]([OH:27])([CH3:28])([CH3:29])[CH3:30].[CH3:16][C:17]([CH3:18])([O-:19])[CH3:20].[CH3:22][C:23](=[O:24])[OH:25].[K+:21]>>[CH2:2]=[C:3]1[CH2:4][C:5]1([C:6](=[O:7])[O:8][CH2:9][CH3:10])[C:11](=[O:12])[O:13][CH2:14][CH3:15]. Reactants: O=C([O-])[O-], O=[N+]([O-])c1ccc2[nH]nc(Cl)c2c1, ClCCN1CCCC1, [K+], [K+], CN(C)C=O. Yields the product O=[N+]([O-])c1ccc2c(c1)c(Cl)nn2CCN1CCCC1. As a reaction SMILES: [C:14](=[O:15])([O-:16])[O-:17].[Cl:1][c:2]1[n:3][nH:4][c:5]2[cH:6][cH:7][c:8]([N+:11](=[O:12])[O-:13])[cH:9][c:10]12.[Cl:20][CH2:21][CH2:22][N:23]1[CH2:24][CH2:25][CH2:26][CH2:27]1.[K+:18].[K+:19].[O:28]=[CH:29][N:30]([CH3:31])[CH3:32]>>[Cl:1][c:2]1[n:3][n:4]([CH2:21][CH2:22][N:23]2[CH2:24][CH2:25][CH2:26][CH2:27]2)[c:5]2[cH:6][cH:7][c:8]([N+:11](=[O:12])[O-:13])[cH:9][c:10]12. Starting materials: CCN1CCN(c2ccc(N3CC(COS(C)(=O)=O)OC3=O)cc2F)CC1=O, [N-]=[N+]=[N-], [Na+], CN(C)C=O. The product is CCN1CCN(c2ccc(N3CC(CN=[N+]=[N-])OC3=O)cc2F)CC1=O. Reaction SMILES: [F:1][c:2]1[cH:3][c:4]([N:17]2[C:18](=[O:28])[O:19][CH:20]([CH2:22][O:23][S:24]([CH3:25])(=[O:26])=[O:27])[CH2:21]2)[cH:5][cH:6][c:7]1[N:8]1[CH2:9][C:10](=[O:16])[N:11]([CH2:14][CH3:15])[CH2:12][CH2:13]1.[N-:30]=[N+:31]=[N-:32].[Na+:29].[O:33]=[CH:34][N:35]([CH3:36])[CH3:37]>>[F:1][c:2]1[cH:3][c:4]([N:17]2[C:18](=[O:28])[O:19][CH:20]([CH2:22][N:30]=[N+:31]=[N-:32])[CH2:21]2)[cH:5][cH:6][c:7]1[N:8]1[CH2:9][C:10](=[O:16])[N:11]([CH2:14][CH3:15])[CH2:12][CH2:13]1. The reactants are FC1=C(OC2CCN(CC2)C(=O)OC(C)(C)C)C=CC(=C1)F (tert-butyl 4-(2,4-difluorophenoxyl)piperidine-1-carboxylate). Run in Cl.CCOC(=O)C (HCl EtOAc). The product is FC1=C(OC2CCNCC2)C=CC(=C1)F (4-(2,4-difluorophenoxyl)piperidine). Reaction SMILES: [F:1][C:2]1[CH:21]=[C:20]([F:22])[CH:19]=[CH:18][C:3]=1[O:4][CH:5]1[CH2:10][CH2:9][N:8](C(OC(C)(C)C)=O)[CH2:7][CH2:6]1>Cl.CCOC(C)=O>[F:1][C:2]1[CH:21]=[C:20]([F:22])[CH:19]=[CH:18][C:3]=1[O:4][CH:5]1[CH2:6][CH2:7][NH:8][CH2:9][CH2:10]1 |f:1.2|. Reported procedure: A solution of tert-butyl 4-(2,4-difluorophenoxyl)piperidine-1-carboxylate (20 g, 63.8 mmol) in 4:1 HCl/EtOAc (250 mL) was stirred at 25° C. for 1 h. The mixture was concentrated to give the title compound, as its HCl salt, as a white solid (15.4 g, 97%). 1H NMR (400 MHz, DMSO-d6) δ ppm 1.84 (m, 2H), 2.08 (m, 2H), 3.05 (m, 2H), 3.20 (m, 2H), 4.57 (m, 1H), 7.04 (m, 1H), 7.31 (m, 2H), 8.95 (br d, 2H). Reactants: OOS(=O)[O-].[K+] (oxone), Cl (HCl), C([O-])(O)=O.[Na+] (sodium bicarbonate), [OH-].[Na+] (sodium hydroxide), C1=CC=CC=2C3=CC=CC=C3C(C12)COC(=O)N[C@@H](C(C)(C)SC)C(=O)O (N-[(9H-fluoren-9-ylmethoxy)carbonyl]-3-(methylthio)-L-valine). Solvent: O (water), C(C)(=O)OCC (Ethyl acetate), O (water), CC(=O)C (acetone). Conditions: time 2 hour. Yields the product C1=CC=CC=2C3=CC=CC=C3C(C12)COC(=O)N[C@@H](C(C)(C)S(=O)(=O)C)C(=O)O (N-[(9H-fluoren-9-ylmethoxy)carbonyl]-3-(methylsulfonyl)-L-valine). Reaction SMILES: [CH:1]1[C:13]2[CH:12]([CH2:14][O:15][C:16]([NH:18][C@H:19]([C:25]([OH:27])=[O:26])[C:20](SC)([CH3:22])[CH3:21])=[O:17])[C:11]3[C:6](=[CH:7][CH:8]=[CH:9][CH:10]=3)[C:5]=2[CH:4]=[CH:3][CH:2]=1.[C:28](=O)(O)[O-].[Na+].[OH-].[Na+].O[O:36][S:37]([O-:39])=O.[K+].Cl>O.C(OCC)(=O)C.CC(C)=O>[CH:10]1[C:11]2[CH:12]([CH2:14][O:15][C:16]([NH:18][C@H:19]([C:25]([OH:27])=[O:26])[C:20]([S:37]([CH3:28])(=[O:39])=[O:36])([CH3:22])[CH3:21])=[O:17])[C:13]3[C:5](=[CH:4][CH:3]=[CH:2][CH:1]=3)[C:6]=2[CH:7]=[CH:8][CH:9]=1 |f:1.2,3.4,5.6|. Procedure: To a solution of the product from Example 156A (2.13 g) in mixture of water (11 mL) and acetone (5.5 mL) at room temperature were added sodium bicarbonate (3.7 g, 44.0 mmol) and sodium hydroxide solution (6.6 mL, 1 N). To this mixture was added a solution of oxone in water (4.75 g in 15 mL) dropwise at room temperature and the reaction was stirred for 2 hours. Ethyl acetate was added and the solution was adjusted to pH 3 with concentrated HCl. The organic was washed with brine and dried over MgS... Reactants: O=C(Cl)c1cccc([N+](=O)[O-])c1, Nc1ncc([N+](=O)[O-])s1, c1ccncc1. Yields the product O=C(Nc1ncc([N+](=O)[O-])s1)c1cccc([N+](=O)[O-])c1. RXN SMILES: [N+:1](=[O:2])([O-:3])[c:4]1[cH:5][c:6]([C:7](=[O:8])[Cl:9])[cH:10][cH:11][cH:12]1.[NH2:13][c:14]1[s:15][c:16]([N+:19](=[O:20])[O-:21])[cH:17][n:18]1.[cH:22]1[cH:23][cH:24][n:25][cH:26][cH:27]1>>[N+:1](=[O:2])([O-:3])[c:4]1[cH:5][c:6]([C:7](=[O:8])[NH:13][c:14]2[s:15][c:16]([N+:19](=[O:20])[O-:21])[cH:17][n:18]2)[cH:10][cH:11][cH:12]1. Starting materials: O=c1c2nc(Br)n(-c3ccccc3)c2nc(-c2ccc(C(F)(F)F)cc2)n1-c1ccc(Cl)cc1, O=C([O-])[O-], CCNC, CC#N, ClCCl, [K+], [K+]. The product is CCN(C)c1nc2c(=O)n(-c3ccc(Cl)cc3)c(-c3ccc(C(F)(F)F)cc3)nc2n1-c1ccccc1. RXN SMILES: [Br:1][c:2]1[n:3](-[c:29]2[cH:30][cH:31][cH:32][cH:33][cH:34]2)[c:4]2[n:5][c:6](-[c:19]3[cH:20][cH:21][c:22]([C:25]([F:26])([F:27])[F:28])[cH:23][cH:24]3)[n:7](-[c:12]3[cH:13][cH:14][c:15]([Cl:18])[cH:16][cH:17]3)[c:8](=[O:11])[c:9]2[n:10]1.[C:35](=[O:36])([O-:37])[O-:38].[CH2:41]([CH3:42])[NH:43][CH3:44].[CH3:45][C:46]#[N:47].[Cl:48][CH2:49][Cl:50].[K+:39].[K+:40]>>[c:2]1([N:43]([CH2:41][CH3:42])[CH3:44])[n:3](-[c:29]2[cH:30][cH:31][cH:32][cH:33][cH:34]2)[c:4]2[n:5][c:6](-[c:19]3[cH:20][cH:21][c:22]([C:25]([F:26])([F:27])[F:28])[cH:23][cH:24]3)[n:7](-[c:12]3[cH:13][cH:14][c:15]([Cl:18])[cH:16][cH:17]3)[c:8](=[O:11])[c:9]2[n:10]1.